Task: describe an organic reaction: reactants, conditions, products, and yield. Dataset: the Open Reaction Database (ORD), a public repository of structured organic reaction records Starting materials: O (water), CNC1=CC=CC=C1 (N-Methylaniline), BrCC1=CC=C(C=C1)COC1=CC=C(C=C1)CCC(=O)OC (methyl 4-[[4-(bromomethyl) phenyl]methoxy]benzenepropanoate), [H-].[Na+] (sodium hydride). Solvent: CN(C=O)C (N,N-dimethylformamide). Run at time 30 minute. Product: CN(C1=CC=CC=C1)CC1=CC=C(C=C1)COC1=CC=C(C=C1)CCC(=O)OC (methyl 4-[[4-[(methylphenylamino) methyl]phenyl]methoxy]benzenepropanoate). The yield is 46.3%. Reaction SMILES: [CH3:1][NH:2][C:3]1[CH:8]=[CH:7][CH:6]=[CH:5][CH:4]=1.[H-].[Na+].Br[CH2:12][C:13]1[CH:18]=[CH:17][C:16]([CH2:19][O:20][C:21]2[CH:26]=[CH:25][C:24]([CH2:27][CH2:28][C:29]([O:31][CH3:32])=[O:30])=[CH:23][CH:22]=2)=[CH:15][CH:14]=1.O>CN(C)C=O>[CH3:1][N:2]([CH2:12][C:13]1[CH:14]=[CH:15][C:16]([CH2:19][O:20][C:21]2[CH:26]=[CH:25][C:24]([CH2:27][CH2:28][C:29]([O:31][CH3:32])=[O:30])=[CH:23][CH:22]=2)=[CH:17][CH:18]=1)[C:3]1[CH:8]=[CH:7][CH:6]=[CH:5][CH:4]=1 |f:1.2|. Procedure: N-Methylaniline (57 mg, 0.53 mmol) was dissolved in N,N-dimethylformamide (5 mL), and 60% sodium hydride (21 mg, 0.53 mmol) was added under ice-cooling. The reaction mixture was stirred for 30 min., and methyl 4-[[4-(bromomethyl) phenyl]methoxy]benzenepropanoate (0.15 g, 0.41 mmol) was added. The mixture was stirred at room temperature for 3 hrs, water was added to the reaction mixture and the mixture was extracted with ethyl acetate. The extract was washed with water, dried and concentrated. Th... The reactants are C(C)(CC)[Li] (sec-Butyllithium), BrC=1C=C2C=CN(C2=CC1)[Si](C(C)C)(C(C)C)C(C)C (5-bromo-1-triisopropylsilylindole), N1C=CC2=CC=CC=C12 (indole), CC(C)C[AlH]CC(C)C (DIBAL), solution, C1(=CC=CC=C1)P(C1=CC=CC=C1)C1=CC=CC=C1 (triphenylphosphine), BrC1=C(C#N)C=CC=C1 (2-Bromobenzonitrile). Reagents/catalysts: C/C(=C/C(=O)C)/[O-].C/C(=C/C(=O)C)/[O-].[Ni+2] (nickel acetylacetonate), [Cl-].[Cl-].[Zn+2] (ZnCl2). The solvent is C1CCOC1 (THF), CCCCCC (hexane), [Cl-].[Na+].O (brine), CCOCC (ether), C1CCOC1 (THF), C1CCOC1 (THF). Conditions: temperature 0 celsius, time 15 minute. Product: C(#N)C1=C(C=CC=C1)C=1C=C2C=CN(C2=CC1)[Si](C(C)C)(C(C)C)C(C)C (5-(2-cyanophenyl)-1-triisopropylsilylindole). Yield: 52.4%. As a reaction SMILES: C([Li])(CC)C.Br[C:7]1[CH:8]=[C:9]2[C:13](=[CH:14][CH:15]=1)[N:12]([Si:16]([CH:23]([CH3:25])[CH3:24])([CH:20]([CH3:22])[CH3:21])[CH:17]([CH3:19])[CH3:18])[CH:11]=[CH:10]2.C1(P(C2C=CC=CC=2)C2C=CC=CC=2)C=CC=CC=1.CC(C[AlH]CC(C)C)C.Br[C:55]1[CH:62]=[CH:61][CH:60]=[CH:59][C:56]=1[C:57]#[N:58].N1C2C(=CC=CC=2)C=C1>C1COCC1.CCCCCC.[Cl-].[Na+].O.[Cl-].[Cl-].[Zn+2].C/C(/[O-])=C/C(C)=O.C/C(/[O-])=C/C(C)=O.[Ni+2].CCOCC>[C:57]([C:56]1[CH:59]=[CH:60][CH:61]=[CH:62][C:55]=1[C:7]1[CH:8]=[C:9]2[C:13](=[CH:14][CH:15]=1)[N:12]([Si:16]([CH:23]([CH3:25])[CH3:24])([CH:17]([CH3:18])[CH3:19])[CH:20]([CH3:21])[CH3:22])[CH:11]=[CH:10]2)#[N:58] |f:8.9.10,11.12.13,14.15.16|. Procedure: sec-Butyllithium (41 mmole, 31.5 ml) was added dropwise over 10 minutes to 5-bromo-1-triisopropylsilylindole (40 mmoles, 14.0 g) in 400 ml THF at -78° C. The solution was stirred for 15 minutes. A solution of anhydrous ZnCl2 in 50 ml THF was added. The solution was warmed to 0° C. and stirred for 40 minutes. In a separate flask nickel acetylacetonate (1.5 mmole, 0.385 g) and triphenylphosphine (6.0 mmoles, 1.60 g) were dissolved in 20 ml of THF and cooled to -78° C. DIBAL mmole, 1.5 ml of 1.0M s... The reactants are CCOC(=O)c1nc2c(C#N)c(C)c(-c3ccccc3)c(F)c2o1, CCNC, C[Al](C)C, ClCCl, Cl. Product: CCN(C)C(=O)c1nc2c(C#N)c(C)c(-c3ccccc3)c(F)c2o1. RXN SMILES: [C:9](#[N:10])[c:11]1[c:12]([CH3:32])[c:13](-[c:26]2[cH:27][cH:28][cH:29][cH:30][cH:31]2)[c:14]([F:25])[c:15]2[c:16]1[n:17][c:18]([C:20]([O:22][CH2:21][CH3:23])=[O:24])[o:19]2.[CH2:5]([CH3:6])[NH:7][CH3:8].[CH3:1][Al:2]([CH3:3])[CH3:4].[Cl:34][CH2:35][Cl:36].[ClH:33]>>[CH2:5]([CH3:6])[N:7]([CH3:8])[C:20]([c:18]1[n:17][c:16]2[c:11]([C:9]#[N:10])[c:12]([CH3:32])[c:13](-[c:26]3[cH:27][cH:28][cH:29][cH:30][cH:31]3)[c:14]([F:25])[c:15]2[o:19]1)=[O:22]. Starting materials: [Na] (sodium), C(=O)(O)C1=CC=C(C=C1)S (paracarboxythiophenol), C(C)(=O)O[C@H]1[C@H](OC[C@H]([C@@H]1OC(C)=O)OC(C)=O)Cl (tri-O-acetyl-α-D-xylosyl chloride). The solvent is CN(C=O)C (dimethylformamide). Run at time 8 hour. Yields the product C(C)(=O)O[C@H]1[C@H](SC2=CC=C(C=C2)C(=O)O)OC[C@H]([C@@H]1OC(C)=O)OC(C)=O (paracarboxyphenyl 2,3,4-tri-O-acetyl-1-thio-β-D-xylopyranoside). RXN SMILES: [Na].[C:2]([C:5]1[CH:10]=[CH:9][C:8]([SH:11])=[CH:7][CH:6]=1)([OH:4])=[O:3].[C:12]([O:15][C@@H:16]1[C@@H:21]([O:22][C:23](=[O:25])[CH3:24])[C@H:20]([O:26][C:27](=[O:29])[CH3:28])[CH2:19][O:18][C@@H:17]1Cl)(=[O:14])[CH3:13]>CN(C)C=O>[C:12]([O:15][C@@H:16]1[C@@H:21]([O:22][C:23](=[O:25])[CH3:24])[C@H:20]([O:26][C:27](=[O:29])[CH3:28])[CH2:19][O:18][C@H:17]1[S:11][C:8]1[CH:9]=[CH:10][C:5]([C:2]([OH:4])=[O:3])=[CH:6][CH:7]=1)(=[O:14])[CH3:13] |^1:0|. Procedure details: To 19.8 g. of sodium salt of paracarboxythiophenol in dimethylformamide solution was added 29.5 g of tri-O-acetyl-α-D-xylosylchloride (4). After the resulting reaction mixture was allowed to stand overnight, the dimethylformamide was distilled away and the resulting residue was extracted with ethyl acetate. The obtained organic layer was washed with water, followed by drying over anhydrous magnesium sulfate. When the solvent was distilled away, white powdery paracarboxyphenyl 2,3,4-tri-O-acetyl-... Reactants: ClC1=C(C(=C(C=2OC(OC21)C(=O)C=2SC=CC2)Cl)Cl)Cl ((4,5,6,7-tetrachlorobenzo[d][1,3]dioxol-2-yl)(thiophen-2-yl)methanone), C1(=CC=CC=C1)NN (phenyl hydrazine). The solvent is C(C)O (ethanol). Yields the product S1C(=CC=C1)C(C=NNC1=CC=CC=C1)=NNC1=CC=CC=C1 (2,2′-(1-(thiophen-2-yl)ethane-1,2-diylidene)bis(1-phenylhydrazine)), solid. The yield is 57.8%. RXN SMILES: ClC1C2O[CH:8]([C:11]([C:13]3[S:14][CH:15]=[CH:16][CH:17]=3)=O)OC=2C(Cl)=C(Cl)C=1Cl.[C:21]1([NH:27][NH2:28])[CH:26]=[CH:25][CH:24]=[CH:23][CH:22]=1>C(O)C>[S:14]1[CH:15]=[CH:16][CH:17]=[C:13]1[C:11](=[N:28][NH:27][C:21]1[CH:26]=[CH:25][CH:24]=[CH:23][CH:22]=1)[CH:8]=[N:28][NH:27][C:21]1[CH:26]=[CH:25][CH:24]=[CH:23][CH:22]=1. Procedure: A mixture of (4,5,6,7-tetrachlorobenzo[d][1,3]dioxol-2-yl)(thiophen-2-yl)methanone (1 g, 2.70 mmol) and phenyl hydrazine (880 mg, 8.13 mmol) in ethanol (14 mL) was heated under reflux for 30 minutes. The reaction mixture was then cooled in an ice bath. A solid precipitated, and the precipitate was collected by filtration and washed with hexane. Crude 2,2′-(1-(thiophen-2-yl)ethane-1,2-diylidene)bis(1-phenylhydrazine) was obtained as a brown solid (500 mg, 57.8% yield) and used in the next step wi... The reactants are BrC1=CC(=C(C=C1)N1C(NN=C1C[C@H]1CN(CC1)C(=O)C1CC1)=O)F (4-(4-bromo-2-fluorophenyl)-5-{[(3S)-1-(cyclopropylcarbonyl)-3-pyrrolidinyl]methyl}-2,4-dihydro-3H-1,2,4-triazol-3-one), CC1(OB(OC1(C)C)C=1C=C2C=NNC2=CC1)C (5-(4,4,5,5-tetramethyl-1,3,2-dioxaborolan-2-yl)-1H-indazole), C([O-])([O-])=O.[K+].[K+] (potassium carbonate). The reagents and catalysts are C1=CC=C(C=C1)P([C-]2C=CC=C2)C3=CC=CC=C3.C1=CC=C(C=C1)P([C-]2C=CC=C2)C3=CC=CC=C3.Cl[Pd]Cl.[Fe+2].ClCCl (dichloro[1,1′-bis(diphenylphosphino)ferrocene]palladium(II) dichloromethane). The solvent is O1CCOCC1 (dioxane). Run at temperature 100 celsius, time 8 hour. Product: C1(CC1)C(=O)N1C[C@@H](CC1)CC=1N(C(NN1)=O)C1=C(C=C(C=C1)C=1C=C2C=NNC2=CC1)F (5-{[(3S)-1-(cyclopropylcarbonyl)-3-pyrrolidinyl]methyl}-4-[2-fluoro-4-(1H-indazol-5-yl)phenyl]-2,4-dihydro-3H-1,2,4-triazol-3-one). Isolated yield 32.0%. RXN SMILES: Br[C:2]1[CH:7]=[CH:6][C:5]([N:8]2[C:12]([CH2:13][C@@H:14]3[CH2:18][CH2:17][N:16]([C:19]([CH:21]4[CH2:23][CH2:22]4)=[O:20])[CH2:15]3)=[N:11][NH:10][C:9]2=[O:24])=[C:4]([F:25])[CH:3]=1.CC1(C)C(C)(C)OB([C:34]2[CH:35]=[C:36]3[C:40](=[CH:41][CH:42]=2)[NH:39][N:38]=[CH:37]3)O1.C(=O)([O-])[O-].[K+].[K+]>O1CCOCC1.C1C=CC(P(C2C=CC=CC=2)[C-]2C=CC=C2)=CC=1.C1C=CC(P(C2C=CC=CC=2)[C-]2C=CC=C2)=CC=1.Cl[Pd]Cl.[Fe+2].ClCCl>[CH:21]1([C:19]([N:16]2[CH2:17][CH2:18][C@@H:14]([CH2:13][C:12]3[N:8]([C:5]4[CH:6]=[CH:7][C:2]([C:34]5[CH:35]=[C:36]6[C:40](=[CH:41][CH:42]=5)[NH:39][N:38]=[CH:37]6)=[CH:3][C:4]=4[F:25])[C:9](=[O:24])[NH:10][N:11]=3)[CH2:15]2)=[O:20])[CH2:23][CH2:22]1 |f:2.3.4,6.7.8.9.10|. Procedure details: A solution of 4-(4-bromo-2-fluorophenyl)-5-{[(3S)-1-(cyclopropylcarbonyl)-3-pyrrolidinyl]methyl}-2,4-dihydro-3H-1,2,4-triazol-3-one (0.244 mmol) in dioxane (1.5 mL) was treated with 5-(4,4,5,5-tetramethyl-1,3,2-dioxaborolan-2-yl)-1H-indazole (0.269 mmol), dichloro[1,1′-bis(diphenylphosphino)ferrocene]palladium(II)-dichloromethane adduct (10 mg), and 2M aq potassium carbonate (0.733 mmol). The reaction mixture was purged with nitrogen, sealed, and stirred at 100° C. overnight. The reaction mixtur... Starting materials: C(C)I (ethyl iodide), OC(CCCNCCC1=NC(=CC=C1)C)C1=CC=C(C=C1)NS(=O)(=O)C (N-[4-[1-hydroxy-4-[2-(6-methyl-2-pyridyl)ethylamino]butyl]phenyl]methanesulfonamide), C(O)([O-])=O.[Na+] (sodium hydrogencarbonate). The solvent is CN(C=O)C (dimethylformamide). Reaction conditions: temperature 50 celsius, time 2 hour. The product is OC(CCCN(CC)CCC1=NC(=CC=C1)C)C1=CC=C(C=C1)NS(=O)(=O)C (N-[4-[1-hydroxy-4-[N-ethyl-2-(6-methyl-2-pyridyl)ethylamino]butyl]phenyl]methanesulfonamide). Yield: 85.5%. RXN SMILES: [CH2:1](I)[CH3:2].[OH:4][CH:5]([C:19]1[CH:24]=[CH:23][C:22]([NH:25][S:26]([CH3:29])(=[O:28])=[O:27])=[CH:21][CH:20]=1)[CH2:6][CH2:7][CH2:8][NH:9][CH2:10][CH2:11][C:12]1[CH:17]=[CH:16][CH:15]=[C:14]([CH3:18])[N:13]=1.C(=O)([O-])O.[Na+]>CN(C)C=O>[OH:4][CH:5]([C:19]1[CH:20]=[CH:21][C:22]([NH:25][S:26]([CH3:29])(=[O:28])=[O:27])=[CH:23][CH:24]=1)[CH2:6][CH2:7][CH2:8][N:9]([CH2:10][CH2:11][C:12]1[CH:17]=[CH:16][CH:15]=[C:14]([CH3:18])[N:13]=1)[CH2:1][CH3:2] |f:2.3|. Reported procedure: 0.24 ml (3.04 mmol) of ethyl iodide was added to a suspension of 1.0 g (2.77 mmol) of N-[4-[1-hydroxy-4-[2-(6-methyl-2-pyridyl)ethylamino]butyl]phenyl]methanesulfonamide prepared in Example 3-(4) and 0.70 g (8.31 mmol) of sodium hydrogencarbonate in 15 ml of dimethylformamide. The mixture was stirred at 50° C. for 2 h and then filtered. The filtrate was concentrated to give a residue, which was purified by silica gel column chromatography (chloroform/methanol/aqueous ammonia=97:3:0.3). 0.96 g (y... As a reaction SMILES: [OH-].[K+].[CH3:3][C:4]1[CH:5]=[C:6]([CH:17]=[C:18]([C:21]([CH3:24])([CH3:23])[CH3:22])[C:19]=1[OH:20])[C:7]([CH2:9][CH2:10][CH2:11][CH2:12][CH2:13][C:14]([OH:16])=[O:15])=O>CO>[CH3:3][C:4]1[CH:5]=[C:6]([CH2:7][CH2:9][CH2:10][CH2:11][CH2:12][CH2:13][C:14]([OH:16])=[O:15])[CH:17]=[C:18]([C:21]([CH3:24])([CH3:22])[CH3:23])[C:19]=1[OH:20] |f:0.1|. The product is CC=1C=C(C=C(C1O)C(C)(C)C)CCCCCCC(=O)O (7-(3-methyl-5-t-butyl-4-hydroxyphenyl)heptanoic acid). The solvent is CO (methanol). Reported procedure: 7-(3-methyl-5-t-butyl-4-hydroxyphenyl)heptanoic acid.--To a cooled (-5° C.) solution of 103 parts of ethyl 6-chloroformyl hexanoate in 100 parts by volume of ethylene chloride is rapidly added with stirring 133 parts of granular anhydrous aluminum chloride. To this mixture is next added a solution of 88 parts of 2-methyl-6-t-butylphenol in 500 parts by volume of ethylene chloride. The reaction mixture is stirred at -5° C. for 5 hours and then allowed to slowly attain room temperature overnight. ... Starting materials: [OH-].[K+] (potassium hydroxide), CC=1C=C(C(=O)CCCCCC(=O)O)C=C(C1O)C(C)(C)C (6-( 3-methyl-5-t-butyl-4-hydroxybenzoyl)hexanoic acid). The reactants are CC(C)(C)OC(=O)Cc1ccccc1C=CN1C(=O)c2ccccc2C1=O, C1CCOC1. Yields the product CC(C)(C)OC(=O)Cc1ccccc1CCN1C(=O)c2ccccc2C1=O. Reaction SMILES: [C:1]([CH3:2])([CH3:3])([CH3:4])[O:5][C:6]([CH2:7][c:8]1[c:9]([CH:14]=[CH:15][N:16]2[C:17](=[O:26])[c:18]3[cH:19][cH:20][cH:21][cH:22][c:23]3[C:24]2=[O:25])[cH:10][cH:11][cH:12][cH:13]1)=[O:27].[CH2:28]1[O:29][CH2:30][CH2:31][CH2:32]1>>[C:1]([CH3:2])([CH3:3])([CH3:4])[O:5][C:6]([CH2:7][c:8]1[c:9]([CH2:14][CH2:15][N:16]2[C:17](=[O:26])[c:18]3[cH:19][cH:20][cH:21][cH:22][c:23]3[C:24]2=[O:25])[cH:10][cH:11][cH:12][cH:13]1)=[O:27].